Dataset: the Open Reaction Database (ORD), a public repository of structured organic reaction records. Task: describe an organic reaction: reactants, conditions, products, and yield The reactants are ClN(C(C)C)C(C)C (N-chloro-diisopropylamine), C(C)(C)NC(C)C (diisopropylamine), Cl[O-].[Na+] (sodium hypochlorite), C(Cl)(Cl)Cl (chloroform), OC1=CC=CC=2C(C(OC21)(C)C)=O (7-Hydroxy-2,2-dimethyl-benzofuran-3-one), C(Cl)(Cl)Cl (chloroform). Reaction conditions: time 10 hour. Product: ClC1=CC2=C(C(C(O2)(C)C)=O)C=C1O (6-Chloro-5-hydroxy-2,2-dimethyl-benzofuran-3-one). RXN SMILES: O[C:2]1[C:10]2[O:9][C:8]([CH3:12])([CH3:11])[C:7](=[O:13])[C:6]=2[CH:5]=[CH:4]C=1.ClN(C(C)C)C(C)C.C(NC(C)C)(C)C.Cl[O-:30].[Na+].[CH:32]([Cl:35])(Cl)Cl>>[Cl:35][C:32]1[C:4]([OH:30])=[CH:5][C:6]2[C:7](=[O:13])[C:8]([CH3:12])([CH3:11])[O:9][C:10]=2[CH:2]=1 |f:3.4|. Procedure details: 25 mmol 7-Hydroxy-2,2-dimethyl-benzofuran-3-one and 30 g silica gel are stirred in 200 ml chloroform. A solution of 25 mmol N-chloro-diisopropylamine in 100 ml chloroform (prepared from diisopropylamine and aqueous sodium hypochlorite solution, extracted in chloroform, concentration determined iodometrically) is added dropwise. After stirring for 10 hours it is filtered and the filtrate is shaken out with water. The solution is dried over sodium sulfate. The solvent is removed by distillation at... Reactants: Cn1c(c(nn1)C)I, c1(c(cc(c2c1C(N(CC2)Cc1c(cc(nc1OCc1ccccc1)C)C)=O)Cl)B1OC(C(O1)(C)C)(C)C)Cl. Reagents/catalysts: c1ccc(cc1)-c2c3ccccc3cc4ccccc24 (9-Phenylanthracene), [F-].[Cs+] (CsF), O (water), [Pd].P(c1ccccc1)(c1ccccc1)c1ccccc1.P(c1ccccc1)(c1ccccc1)c1ccccc1.P(c1ccccc1)(c1ccccc1)c1ccccc1.P(c1ccccc1)(c1ccccc1)c1ccccc1 (Pd(P(Ph)3)4)). The solvent is CC#N (MeCN). Conditions: temperature 90 celsius, time 18 hour. The product is Cc1cc(C)c(CN2CCc3c(Cl)cc(c(Cl)c3C2=O)c4c(C)nnn4C)c(OCc5ccccc5)n1. RXN SMILES: [CH3:1][c:2]1[c:7](I)[n:5]([CH3:6])[n:4][n:3]1.[CH3:8][c:9]1[n:37][c:28]([O:29][CH2:30][c:31]2[cH:36][cH:35][cH:34][cH:33][cH:32]2)[c:13]([CH2:14][N:15]3[C:26](=[O:27])[c:25]([c:18]4[CH2:17][CH2:16]3)[c:23]([Cl:24])[c:22](B5OC(C)(C)C(C)(C)O5)[cH:21][c:19]4[Cl:20])[c:11]([CH3:12])[cH:10]1>>[CH3:8][c:9]1[n:37][c:28]([O:29][CH2:30][c:31]2[cH:36][cH:35][cH:34][cH:33][cH:32]2)[c:13]([CH2:14][N:15]3[C:26](=[O:27])[c:25]([c:18]4[CH2:17][CH2:16]3)[c:23]([Cl:24])[c:22]([c:7]5[n:5]([CH3:6])[n:4][n:3][c:2]5[CH3:1])[cH:21][c:19]4[Cl:20])[c:11]([CH3:12])[cH:10]1. The reactants are CCN(C(C)C)C(C)C, ClCCl, O=C(Cl)c1ccccc1C(F)(F)F, O=[N+]([O-])c1ccc(N2CCNCC2)nc1. Yields the product O=C(c1ccccc1C(F)(F)F)N1CCN(c2ccc([N+](=O)[O-])cn2)CC1. RXN SMILES: [CH:29]([N:30]([CH:31]([CH3:32])[CH3:33])[CH2:34][CH3:35])([CH3:36])[CH3:37].[Cl:38][CH2:39][Cl:40].[F:1][C:2]([c:3]1[c:4]([C:5](=[O:6])[Cl:7])[cH:8][cH:9][cH:10][cH:11]1)([F:12])[F:13].[N+:14](=[O:15])([O-:16])[c:17]1[cH:18][cH:19][c:20]([N:23]2[CH2:24][CH2:25][NH:26][CH2:27][CH2:28]2)[n:21][cH:22]1>>[F:1][C:2]([c:3]1[c:4]([C:5](=[O:6])[N:26]2[CH2:25][CH2:24][N:23]([c:20]3[cH:19][cH:18][c:17]([N+:14](=[O:15])[O-:16])[cH:22][n:21]3)[CH2:28][CH2:27]2)[cH:8][cH:9][cH:10][cH:11]1)([F:12])[F:13]. The reactants are C(C)OC(=O)C=1NC2=CC=C(C=C2C1CC(=O)OCC)F (3-ethoxycarbonylmethyl-5-fluoro-1H-indole-2-carboxylic acid ethyl ester), BrCC1=CC=CC2=CC=CC=C12 (1-bromomethyl-naphthalene). Product: C(=O)(O)CC1=C(N(C2=CC=C(C=C12)F)CC1=CC=CC2=CC=CC=C12)C(=O)O (3-Carboxymethyl-5-fluoro-1-naphthalen-1-ylmethyl-1H-indole-2-carboxylic acid). As a reaction SMILES: C([O:3][C:4]([C:6]1[NH:7][C:8]2[C:13]([C:14]=1[CH2:15][C:16]([O:18]CC)=[O:17])=[CH:12][C:11]([F:21])=[CH:10][CH:9]=2)=[O:5])C.Br[CH2:23][C:24]1[C:33]2[C:28](=[CH:29][CH:30]=[CH:31][CH:32]=2)[CH:27]=[CH:26][CH:25]=1>>[C:16]([CH2:15][C:14]1[C:13]2[C:8](=[CH:9][CH:10]=[C:11]([F:21])[CH:12]=2)[N:7]([CH2:23][C:24]2[C:33]3[C:28](=[CH:29][CH:30]=[CH:31][CH:32]=3)[CH:27]=[CH:26][CH:25]=2)[C:6]=1[C:4]([OH:3])=[O:5])([OH:18])=[O:17]. Procedure details: Using general procedure B, 3-ethoxycarbonylmethyl-5-fluoro-1H-indole-2-carboxylic acid ethyl ester (Lit. 10) was coupled with 1-bromomethyl-naphthalene and the product obtained was hydrolyzed to give the title compound as a white solid. MS: 376.4 ([M−H]−). Reactants: N1=C(N=CC=2NCC3N(C12)CCOC3)C3=CN(C1=CC(=CC=C31)OC)C(=O)OC(C)(C)C (tert-Butyl 3-(5,6,6a,7,9,10-hexahydro-[1,4]oxazino[3,4-h]pteridin-2-yl)-6-methoxy-1H-indole-1-carboxylate), C(Cl)Cl.C(=O)(C(F)(F)F)O (CH2Cl2 TFA). The product is C(=O)(C(F)(F)F)O (TFA), COC1=CC=C2C(=CNC2=C1)C1=NC=2N3C(CNC2C=N1)COCC3 (2-(6-methoxy-1H-indol-3-yl)-5,6,6a,7,9,10-hexahydro-[1,4]oxazino[3,4-h]pteridine). Isolated yield 35.0%. Reaction SMILES: [N:1]1[C:10]2[N:9]3[CH2:11][CH2:12][O:13][CH2:14][CH:8]3[CH2:7][NH:6][C:5]=2[CH:4]=[N:3][C:2]=1[C:15]1[C:23]2[C:18](=[CH:19][C:20]([O:24][CH3:25])=[CH:21][CH:22]=2)[N:17](C(OC(C)(C)C)=O)[CH:16]=1.C(Cl)Cl.[C:36]([OH:42])([C:38]([F:41])([F:40])[F:39])=[O:37]>>[C:36]([OH:42])([C:38]([F:41])([F:40])[F:39])=[O:37].[CH3:25][O:24][C:20]1[CH:19]=[C:18]2[C:23]([C:15]([C:2]3[N:3]=[CH:4][C:5]4[NH:6][CH2:7][CH:8]5[CH2:14][O:13][CH2:12][CH2:11][N:9]5[C:10]=4[N:1]=3)=[CH:16][NH:17]2)=[CH:22][CH:21]=1 |f:1.2|. Reported procedure: A solution of tert-Butyl 3-(5,6,6a,7,9,10-hexahydro-[1,4]oxazino[3,4-h]pteridin-2-yl)-6-methoxy-1H-indole-1-carboxylate (97 mg, 0.222 mmol) and CH2Cl2/TFA (1:1, 3 mL) was stirred at room temperature for 30 minutes. The reaction mixture was subsequently concentrated in vacuo and the crude product was purified by LC/MS using a gradient of 20-30% CH3CN (with 0.035% TFA) in H2O (with 0.05% TFA). The pure fractions were combined and lyophilized to give a TFA salt of the title compound as a pale yello...